Dataset: the Open Reaction Database (ORD), a public repository of structured organic reaction records. Task: describe an organic reaction: reactants, conditions, products, and yield The reactants are ice, Cl (HCl), C(=O)=O (carbon dioxide), FC1(OC2=C(O1)C=CC(=C2)C=O)F (2,2-difluoro-benzo[1,3]dioxole-5-carbaldehyde), C(CC(=O)O)(=O)O (malonic acid), N1CCCCC1 (piperidine). The solvent is N1=CC=CC=C1 (pyridine). The product is FC1(OC2=C(O1)C=CC(=C2)C=CC(=O)O)F (3-(2,2-Difluoro-benzo[1,3]dioxol-5-yl)-acrylic acid). Reaction SMILES: [F:1][C:2]1([F:13])[O:6][C:5]2[CH:7]=[CH:8][C:9]([CH:11]=O)=[CH:10][C:4]=2[O:3]1.C(O)(=O)[CH2:15][C:16]([OH:18])=[O:17].N1CCCCC1.C(=O)=O.Cl>N1C=CC=CC=1>[F:1][C:2]1([F:13])[O:6][C:5]2[CH:7]=[CH:8][C:9]([CH:11]=[CH:15][C:16]([OH:18])=[O:17])=[CH:10][C:4]=2[O:3]1. Reported procedure: A mixture of 10.0 g (53.7 mmol) 2,2-difluoro-benzo[1,3]dioxole-5-carbaldehyde, 6.24 g (60.0 mmol) malonic acid, 0.46 g (5.40 mmol) piperidine and 40 ml pyridine was kept at reflux temperature until carbon dioxide development ceased (3 h). After cooling to room temperature the reaction mixture was poured onto 100 g ice and 30 ml 6N HCl. The precipitate was isolated, washed with water and dried. Yield: 8.60 g (70%) 3-(2,2-Difluoro-benzo[1,3]dioxol-5-yl) -acrylic acid. Starting materials: CC1(C)CNCC1O, CCOC(C)=O, CCN(C(C)C)C(C)C, ClCCl, Cl, O=C=Nc1ccc(C(F)(F)F)cc1. Product: CC1(C)CN(C(=O)Nc2ccc(C(F)(F)F)cc2)CC1O. RXN SMILES: [CH3:2][C:3]1([CH3:9])[CH:4]([OH:8])[CH2:5][NH:6][CH2:7]1.[CH3:35][CH2:36][O:37][C:38](=[O:39])[CH3:40].[CH:10]([N:11]([CH2:12][CH3:13])[CH:14]([CH3:15])[CH3:16])([CH3:17])[CH3:18].[Cl:32][CH2:33][Cl:34].[ClH:1].[N:19](=[C:20]=[O:21])[c:22]1[cH:23][cH:24][c:25]([C:28]([F:29])([F:30])[F:31])[cH:26][cH:27]1>>[CH3:2][C:3]1([CH3:9])[CH:4]([OH:8])[CH2:5][N:6]([C:20]([NH:19][c:22]2[cH:23][cH:24][c:25]([C:28]([F:29])([F:30])[F:31])[cH:26][cH:27]2)=[O:21])[CH2:7]1. The reactants are C(C)(C)(C)NNC1(CCCCC1)C#N (1-tert.-butylhydrazo-1-cyanocyclohexane), C(Cl)Cl (methylene chloride), ClCl (chlorine). Run in O (water). Reaction conditions: time 15 minute. The product is C(C)(C)(C)N=NC1(CCCCC1)C#N (1-tert.butylazo-1-cyanocyclohexane). As a reaction SMILES: [C:1]([NH:5][NH:6][C:7]1([C:13]#[N:14])[CH2:12][CH2:11][CH2:10][CH2:9][CH2:8]1)([CH3:4])([CH3:3])[CH3:2].C(Cl)Cl.ClCl>O>[C:1]([N:5]=[N:6][C:7]1([C:13]#[N:14])[CH2:12][CH2:11][CH2:10][CH2:9][CH2:8]1)([CH3:4])([CH3:2])[CH3:3]. Procedure: To a rapidly stirred mixture of 39.0 g. (0.2 m. ) 1-tert.-butylhydrazo-1-cyanocyclohexane, 200 ml. methylene chloride and 100 ml. water was added 14.3 g. (0.2 m.) chlorine at such a rate that the reaction temperature did not exceed 5 ° C. The reaction was stirred an additional 15 mins. after the addition was complete. The methylene chloride layer was separated, washed twice with 50 ml. portions of saturated NaHCO3 solution, dried over anhydrous sodium sulfate, filtered and the methylene chloride... Starting materials: OC1=CC=C(C=O)C=C1 (4-hydroxybenzaldehyde), C(C)(=O)C1=CSC=C1 (3-acetyl thiophene). Run in solution, Cl (hydrochloric acid), C(C)(=O)O (acetic acid). Product: S1C=C(C=C1)C(\C=C\C1=CC=C(C=C1)O)=O (trans 1-(3-thienyl) 3-(4-hydroxyphenyl) 2-propene 1-one). As a reaction SMILES: [OH:1][C:2]1[CH:9]=[CH:8][C:5]([CH:6]=O)=[CH:4][CH:3]=1.[C:10]([C:13]1[CH:17]=[CH:16][S:15][CH:14]=1)(=[O:12])[CH3:11]>Cl.C(O)(=O)C>[S:15]1[CH:16]=[CH:17][C:13]([C:10](=[O:12])/[CH:11]=[CH:6]/[C:5]2[CH:8]=[CH:9][C:2]([OH:1])=[CH:3][CH:4]=2)=[CH:14]1. Procedure details: 10 g 4-hydroxybenzaldehyde and 10.4 g 3-acetyl thiophene were dissolved in 40 ml of a solution of 4% hydrochloric acid in acetic acid. Reactants: C(C)OC(CC(CCC)N1C(N(C2=C1C=CC=C2)CC=2C1=C(SC2)C=CC=C1C)=O)=O (3-[3-(4-Methyl-benzo[b]thiophen-3-ylmethyl)-2-oxo-2,3-dihydro-benzimidazol-1-yl]-hexanoic acid ethyl ester), [OH-].[Na+] (NaOH), Cl (HCl), O (water). Solvent: CO (MeOH). Reaction conditions: time 3.5 hour. Yields the product CC1=CC=CC=2SC=C(C21)CN2C(N(C1=C2C=CC=C1)C(CC(=O)O)CCC)=O (3-[3-(4-Methyl-benzo[b]thiophen-3-ylmethyl)-2-oxo-2,3-dihydro-benzimidazol-1-yl]-hexanoic acid). The yield is 91.4%. Reaction SMILES: C([O:3][C:4](=[O:31])[CH2:5][CH:6]([N:10]1[C:14]2[CH:15]=[CH:16][CH:17]=[CH:18][C:13]=2[N:12]([CH2:19][C:20]2[C:21]3[C:28]([CH3:29])=[CH:27][CH:26]=[CH:25][C:22]=3[S:23][CH:24]=2)[C:11]1=[O:30])[CH2:7][CH2:8][CH3:9])C.[OH-].[Na+].Cl.O>CO>[CH3:29][C:28]1[C:21]2[C:20]([CH2:19][N:12]3[C:13]4[CH:18]=[CH:17][CH:16]=[CH:15][C:14]=4[N:10]([CH:6]([CH2:7][CH2:8][CH3:9])[CH2:5][C:4]([OH:31])=[O:3])[C:11]3=[O:30])=[CH:24][S:23][C:22]=2[CH:25]=[CH:26][CH:27]=1 |f:1.2|. Procedure details: To a solution of 3-[3-(4-Methyl-benzo[b]thiophen-3-ylmethyl)-2-oxo-2,3-dihydro-benzimidazol-1-yl]-hexanoic acid ethyl ester (65 mg, 0.15 mmol) in MeOH (3.0 mL) is added 2.0 N NaOH (0.5 mL). The reaction mixture is stirred at room temperature for 3.5 h and then 1.0M HCl (1.5 mL) and water (50 mL) are added. The mixture is extracted with EtOAc (3×50 mL). The organic layers are combined, dried over MgSO4 and concentrated to give crude product. Purification by flash column chromatography affords 56 ... The reactants are O=[N+]([O-])c1cc(F)ccc1NC1CCN(Cc2ccccc2)CC1, C1CCOC1, CO. Product: Nc1cc(F)ccc1NC1CCN(Cc2ccccc2)CC1. Reaction SMILES: [CH2:1]([c:2]1[cH:3][cH:4][cH:5][cH:6][cH:7]1)[N:8]1[CH2:9][CH2:10][CH:11]([NH:14][c:15]2[c:16]([N+:22]([O-:23])=[O:24])[cH:17][c:18]([F:21])[cH:19][cH:20]2)[CH2:12][CH2:13]1.[CH2:27]1[O:28][CH2:29][CH2:30][CH2:31]1.[CH3:25][OH:26]>>[CH2:1]([c:2]1[cH:3][cH:4][cH:5][cH:6][cH:7]1)[N:8]1[CH2:9][CH2:10][CH:11]([NH:14][c:15]2[c:16]([NH2:22])[cH:17][c:18]([F:21])[cH:19][cH:20]2)[CH2:12][CH2:13]1. Starting materials: CCCc1c(CNCC(C)C)ncn2ncnc12, CCN=C=NCCCN(C)C, CN(C)c1ccncc1, ClCCl, O=C(O)c1cccc(F)n1. Yields the product CCCc1c(CN(CC(C)C)C(=O)c2cccc(F)n2)ncn2ncnc12. Reaction SMILES: [CH2:1]([CH:2]([CH3:3])[CH3:4])[NH:5][CH2:6][c:7]1[c:8]([CH2:16][CH2:17][CH3:18])[c:9]2[n:10]([cH:11][n:12]1)[n:13][cH:14][n:15]2.[CH3:29][CH2:30][N:31]=[C:32]=[N:33][CH2:34][CH2:35][CH2:36][N:37]([CH3:38])[CH3:39].[CH3:43][N:44]([c:45]1[cH:46][cH:47][n:48][cH:49][cH:50]1)[CH3:51].[Cl:40][CH2:41][Cl:42].[F:19][c:20]1[cH:21][cH:22][cH:23][c:24]([C:26](=[O:27])[OH:28])[n:25]1>>[CH2:1]([CH:2]([CH3:3])[CH3:4])[N:5]([CH2:6][c:7]1[c:8]([CH2:16][CH2:17][CH3:18])[c:9]2[n:10]([cH:11][n:12]1)[n:13][cH:14][n:15]2)[C:26]([c:24]1[cH:23][cH:22][cH:21][c:20]([F:19])[n:25]1)=[O:27]. Starting materials: C1(CC1)CN1C(=O)N(C=2N=CNC2C1=O)CC1CC1 (1,3-Di-cyclopropylmethyl xanthine), [N+](=O)(O)[O-] (nitric acid). Run in C(C)(=O)O (acetic acid). Run at temperature 5 celsius, time 1 hour. Yields the product C1(CC1)CN1C(=O)N(C=2N=C(NC2C1=O)[N+](=O)[O-])CC1CC1 (1,3-Di-cyclopropylmethyl-8-nitro Xanthine). Isolated yield 19.1%. Reaction SMILES: [CH:1]1([CH2:4][N:5]2[C:14](=[O:15])[C:13]3[NH:12][CH:11]=[N:10][C:9]=3[N:8]([CH2:16][CH:17]3[CH2:19][CH2:18]3)[C:6]2=[O:7])[CH2:3][CH2:2]1.[N+:20]([O-])([OH:22])=[O:21]>C(O)(=O)C>[CH:1]1([CH2:4][N:5]2[C:14](=[O:15])[C:13]3[NH:12][C:11]([N+:20]([O-:22])=[O:21])=[N:10][C:9]=3[N:8]([CH2:16][CH:17]3[CH2:19][CH2:18]3)[C:6]2=[O:7])[CH2:3][CH2:2]1. Reported procedure: 1,3-Di-cyclopropylmethyl xanthine (20 g, 0,076 mol) was dissolved in acetic acid (33 ml) and then treated with concentrated nitric acid (13.2 g) at 87° C. After 1 hour, the mixture was cooled to 5° C. and the resulting yellow precipitate filtered off. The yellow crystals were dissolved in dichloromethane and washed with water. The separated organic layer was then dried over anhydrous sodium sulphate and concentrated in vacuo. The product crystallized from the concentrate to yield a yellow crysta...